Dataset: the Open Reaction Database (ORD), a public repository of structured organic reaction records. Task: describe an organic reaction: reactants, conditions, products, and yield Reactants: O=C(OO)c1cccc(Cl)c1, Cl, Cl, [Na+], [OH-], O, c1cc(SC2CCNCC2)ccn1. Yields the product O=S(c1ccncc1)C1CCNCC1. RXN SMILES: [Cl:1][c:2]1[cH:3][cH:4][cH:5][c:6]([C:7]([O:8][OH:10])=[O:9])[cH:11]1.[ClH:12].[ClH:13].[Na+:28].[OH-:27].[OH2:29].[n:14]1[cH:15][cH:16][c:17]([S:20][CH:21]2[CH2:22][CH2:23][NH:24][CH2:25][CH2:26]2)[cH:18][cH:19]1>>[O:9]=[S:20]([c:17]1[cH:16][cH:15][n:14][cH:19][cH:18]1)[CH:21]1[CH2:22][CH2:23][NH:24][CH2:25][CH2:26]1. Starting materials: resultant suspension, O (water), C1(CCCC1)N1N=C(C2=CC=C(C=C12)C1=CC=NN1C1=CC=C(C(=O)O)C=C1)CC (4-[5-(1-cyclopentyl-3-ethyl-1H-indazol-6-yl)-1H-pyrazol-1-yl]benzoic acid), C1=CN(C=N1)C(=O)N2C=CN=C2 (N,N-carbonyldiimidazole), Cl.CNOC (N,O-dimethylhydroxylamine hydrochloride). Run in C(C)(=O)OCC (ethyl acetate), C(Cl)Cl (methylene chloride). Product: CON(C(C1=CC=CC=C1)=O)C (N-methoxy-N-methylbenzamide). The yield is 133.2%. Reaction SMILES: C1(N2[C:14]3[C:9](=[CH:10][CH:11]=[C:12]([C:15]4[N:19]([C:20]5C=CC(C(O)=O)=CC=5)N=CC=4)[CH:13]=3)C(CC)=N2)CCCC1.C1N=CN([C:36](N2C=NC=C2)=[O:37])C=1.Cl.CN[O:46]C.O>C(Cl)Cl.C(OCC)(=O)C>[CH3:36][O:37][N:19]([CH3:20])[C:15](=[O:46])[C:12]1[CH:11]=[CH:10][CH:9]=[CH:14][CH:13]=1 |f:2.3|. Procedure: To a solution of 4-[5-(1-cyclopentyl-3-ethyl-1H-indazol-6-yl)-1H-pyrazol-1-yl]benzoic acid (100.0 mg, 0.250 mmol) in 1.2 mL of methylene chloride under at atmosphere of argon at 0° C. was added N,N-carbonyldiimidazole (48.2 mg, 0.297 mmol) with stirring. After 30 minutes N,O-dimethylhydroxylamine hydrochloride (59.9 mg, 0.614 mmol) was added and the resultant suspension was warmed to room temperature, stirred for 24 hours and then 10 mL of water and 10 mL of ethyl acetate were added. The organic... Starting materials: N1=CN=C(C=C1)N (4-pyrimidinamine), CN1C=NC=C1 (1-Methylimidazole), C1(CCCC1)C[C@@H](C(=O)N1N=CC[C@H]1C(=O)O)CN(OCC1=CC=CC=C1)C=O ((55)-1-[(2R)-3-cyclopentyl-2-({formyl[(phenylmethyl)oxy]amino}methyl)propanoyl]-4,5-dihydro-1H-pyrazole-5-carboxylic acid), S(=O)(=O)(C)Cl (mesyl chloride). Run in CN(C=O)C (N,N-dimethylformamide). Reaction conditions: temperature 0 celsius, time 10 minute. Product: C1(CCCC1)C[C@@H](C(=O)N1N=CC[C@H]1C(=O)NC1=NC=NC=C1)CN(OCC1=CC=CC=C1)C=O ((5S)-1-[(2R)-3-cyclopentyl-2-({formyl[(phenylmethyl)oxy]amino}methyl)propanoyl]-N-4-pyrimidinyl-4,5-dihydro-1H-pyrazole-5-carboxamide). Yield: 63.9%. As a reaction SMILES: CN1C=CN=C1.[CH:7]1([CH2:12][C@H:13]([CH2:24][N:25]([CH:34]=[O:35])[O:26][CH2:27][C:28]2[CH:33]=[CH:32][CH:31]=[CH:30][CH:29]=2)[C:14]([N:16]2[C@H:20]([C:21]([OH:23])=O)[CH2:19][CH:18]=[N:17]2)=[O:15])[CH2:11][CH2:10][CH2:9][CH2:8]1.S(Cl)(C)(=O)=O.[N:41]1[CH:46]=[CH:45][C:44]([NH2:47])=[N:43][CH:42]=1>CN(C)C=O>[CH:7]1([CH2:12][C@H:13]([CH2:24][N:25]([CH:34]=[O:35])[O:26][CH2:27][C:28]2[CH:29]=[CH:30][CH:31]=[CH:32][CH:33]=2)[C:14]([N:16]2[C@H:20]([C:21]([NH:47][C:44]3[CH:45]=[CH:46][N:41]=[CH:42][N:43]=3)=[O:23])[CH2:19][CH:18]=[N:17]2)=[O:15])[CH2:11][CH2:10][CH2:9][CH2:8]1. Reported procedure: 1-Methylimidazole (39.7 μl, 0.498 mmol) was added into the solution of (55)-1-[(2R)-3-cyclopentyl-2-({formyl[(phenylmethyl)oxy]amino}methyl)propanoyl]-4,5-dihydro-1H-pyrazole-5-carboxylic acid (100 mg, 0.249 mmol) in N,N-dimethylformamide (DMF) (1.8 ml). The resulting solution was cooled to 0° C., and then mesyl chloride (20.24 μl, 0.262 mmol) was added dropwise at 0° C. To the reaction mixture was added 4-pyrimidinamine (26.1 mg, 0.274 mmol). After stirring for 2 h 10 min at ambient temperature... Starting materials: C1(=CC=C(C=C1)S(=O)(=O)Cl)C (p-toluenesulfonyl chloride), [BH4-].[Na+] (Sodium borohydride), glucopyranoside, 6-hydrazino-6-deoxydextran, hydrazines, NN (hydrazine), C(#N)[BH3-].[Na+] (sodium cyanoborohydride), C([C@H](O)[C@@H](O)[C@H](O)[C@H](O)CO)O (glucitol), I(=O)(=O)(=O)[O-] (periodate), C6, glycan, dextrans, Dextran, dextran. Solvent: N1=CC=CC=C1 (pyridine). Run at temperature 100 celsius, time 24 hour. The product is O=C[C@H](O)[C@@H](O)[C@H](O)[C@H](O)CO (glucose). RXN SMILES: [BH4-].[Na+].C1(C)C=CC(S(Cl)(=O)=O)=CC=1.NN.[CH2:16]([OH:27])[C@@H:17]([C@H:19]([C@@H:21]([C@@H:23]([CH2:25][OH:26])[OH:24])[OH:22])[OH:20])[OH:18].I([O-])(=O)(=O)=O.C([BH3-])#N.[Na+]>N1C=CC=CC=1>[O:26]=[CH:25][C@@H:23]([C@H:21]([C@@H:19]([C@@H:17]([CH2:16][OH:27])[OH:18])[OH:20])[OH:22])[OH:24] |f:0.1,6.7|. Reported procedure: Sodium borohydride reduced dextrans are reacted with p-toluenesulfonyl chloride. The product, mainly 6-O-p-tolylsufonyldextran is converted into the 6-hydrazino-6-deoxydextran by refluxing with hydrazine and the product is coupled to the carboxylated microspheres. As dextran is mainly a 1-6 glycan, the nitrogen functions are mainly located at the original terminal primary hydroxyls; for instance Cl of the reducing end glucitol and C6 of the non-reducing end glucopyranoside. The periodate oxidize...